This data is from the Open Reaction Database (ORD), a public repository of structured organic reaction records. The task is: describe an organic reaction: reactants, conditions, products, and yield Conditions: temperature 0 celsius, time 1 hour. Reactants: solution, C(CCC)[Li] (n-butyl lithium), BrC=1SC(=CC1)SC (2-bromo-5-(methylsulfanyl)thiophen), solution, C(=O)C1CCN(CC1)C(=O)OC(C)(C)C (t-butyl 4-formyl-piperidine-1-carboxylate), [Cl-].[NH4+] (ammonium chloride). Isolated yield 73.0%. Run in CCCCCC (hexane), O1CCCC1 (tetrahydrofuran), O1CCCC1 (tetrahydrofuran), O (water). Yields the product OC(C1CCN(CC1)C(=O)OC(C)(C)C)C=1SC(=CC1)SC (t-Butyl 4-[hydroxy-(5-methylsulfanylthiophen-2-yl)-methyl]-piperidine-1-carboxylate). Reaction SMILES: Br[C:2]1[S:3][C:4]([S:7][CH3:8])=[CH:5][CH:6]=1.C([Li])CCC.[CH:14]([CH:16]1[CH2:21][CH2:20][N:19]([C:22]([O:24][C:25]([CH3:28])([CH3:27])[CH3:26])=[O:23])[CH2:18][CH2:17]1)=[O:15].[Cl-].[NH4+]>O1CCCC1.CCCCCC.O>[OH:15][CH:14]([C:2]1[S:3][C:4]([S:7][CH3:8])=[CH:5][CH:6]=1)[CH:16]1[CH2:21][CH2:20][N:19]([C:22]([O:24][C:25]([CH3:28])([CH3:27])[CH3:26])=[O:23])[CH2:18][CH2:17]1 |f:3.4|. Reported procedure: 1.2 g of 2-bromo-5-(methylsulfanyl)thiophen (compound in Production Example 45) was dissolved in 20 mL anhydrous tetrahydrofuran, and 3.72 mL solution of 1.59 M n-butyl lithium in hexane was added dropwise there to at −70° C. After the mixture was stirred for 1 hour, 6 ml solution of 1.2 g t-butyl 4-formyl-piperidine-1-carboxylate in anhydrous tetrahydrofuran was added dropwise thereto and stirred at −70° C. for 2 hours. The temperature of the reaction solution was gradually increased to 0° C., ... The reactants are NC=1NC(C2=C(N1)N(C(S2)=O)C\C=C/CCl)=O (5-Amino-3-[(Z)-4-chloro-2-buten-1-yl]thiazolo[4,5-d]pyrimidine-2,7(3H, 6H)-dione), P(OCC)(OCC)OCC (triethyl phosphite), P(OCC)(OCC)OCC (triethyl phosphite). Run in CC#N (CH3CN). Yields the product NC=1NC(C2=C(N1)N(C(S2)=O)C\C=C/CP(=O)(OCC)OCC)=O (5-Amino-3-[(Z)-4-(diethoxyphosphoryl)-2-buten-1-yl]thiazolo[4,5-d]pyrimidine-2,7(3H, 6H)-dione). RXN SMILES: [NH2:1][C:2]1[NH:3][C:4](=[O:17])[C:5]2[S:10][C:9](=[O:11])[N:8]([CH2:12]/[CH:13]=[CH:14]\[CH2:15]Cl)[C:6]=2[N:7]=1.[P:18]([O:25]CC)([O:22][CH2:23][CH3:24])[O:19][CH2:20][CH3:21]>CC#N>[NH2:1][C:2]1[NH:3][C:4](=[O:17])[C:5]2[S:10][C:9](=[O:11])[N:8]([CH2:12]/[CH:13]=[CH:14]\[CH2:15][P:18]([O:22][CH2:23][CH3:24])([O:19][CH2:20][CH3:21])=[O:25])[C:6]=2[N:7]=1. Reported procedure: A mixture of 5-Amino-3-[(Z)-4-chloro-2-buten-1-yl]thiazolo[4,5-d]pyrimidine-2,7(3H, 6H)-dione (0.75 g, 2.75 mmol), anhydrous CH3CN (75 mL) and triethyl phosphite (10 mL) was stirred and heated at reflux for 6 days while adding additional quantities of triethyl phosphite (2×5 mL) at 2 day intervals. The mixture was evaporated. The residue was triturated with Et2O (2×50 mL) and then dissolved in MEOH (50 mL). Silica gel (25 g) was added and the mixture was evaporated. The dry powder was placed on ...